Task: describe an organic reaction: reactants, conditions, products, and yield. Dataset: the Open Reaction Database (ORD), a public repository of structured organic reaction records Starting materials: O=C(Cl)Oc1ccccc1, CCOC(=O)CCCC(O)C(=O)c1ccc(F)c2ccccc12, C1CCOC1, c1ccncc1. Product: CCOC(=O)CCCC(OC(=O)Oc1ccccc1)C(=O)c1ccc(F)c2ccccc12. RXN SMILES: [C:30]([O:31][c:32]1[cH:33][cH:34][cH:35][cH:36][cH:37]1)(=[O:38])[Cl:39].[F:1][c:2]1[cH:3][cH:4][c:5]([C:12]([CH:13]([CH2:14][CH2:15][CH2:16][C:17](=[O:18])[O:19][CH2:20][CH3:21])[OH:22])=[O:23])[c:6]2[cH:7][cH:8][cH:9][cH:10][c:11]12.[O:40]1[CH2:41][CH2:42][CH2:43][CH2:44]1.[cH:24]1[cH:25][cH:26][n:27][cH:28][cH:29]1>>[F:1][c:2]1[cH:3][cH:4][c:5]([C:12]([CH:13]([CH2:14][CH2:15][CH2:16][C:17](=[O:18])[O:19][CH2:20][CH3:21])[O:22][C:30]([O:31][c:32]2[cH:33][cH:34][cH:35][cH:36][cH:37]2)=[O:38])=[O:23])[c:6]2[cH:7][cH:8][cH:9][cH:10][c:11]12.